Dataset: the Open Reaction Database (ORD), a public repository of structured organic reaction records. Task: describe an organic reaction: reactants, conditions, products, and yield The reactants are CCN(C(C)C)C(C)C, CS(=O)(=O)Cl, CCOCC, ClCCl, CC(C)(C)OC(=O)NC1CCC(N)CC1. Product: CC(C)(C)OC(=O)NC1CCC(NS(C)(=O)=O)CC1. As a reaction SMILES: [CH2:21]([N:22]([CH:23]([CH3:24])[CH3:25])[CH:26]([CH3:27])[CH3:28])[CH3:29].[CH3:1][S:2]([Cl:3])(=[O:4])=[O:5].[CH3:30][CH2:31][O:32][CH2:33][CH3:34].[Cl:35][CH2:36][Cl:37].[NH2:6][CH:7]1[CH2:8][CH2:9][CH:10]([NH:13][C:14]([O:15][C:16]([CH3:17])([CH3:18])[CH3:19])=[O:20])[CH2:11][CH2:12]1>>[CH3:1][S:2](=[O:4])(=[O:5])[NH:6][CH:7]1[CH2:8][CH2:9][CH:10]([NH:13][C:14]([O:15][C:16]([CH3:17])([CH3:18])[CH3:19])=[O:20])[CH2:11][CH2:12]1.